From a dataset of the Open Reaction Database (ORD), a public repository of structured organic reaction records. describe an organic reaction: reactants, conditions, products, and yield As a reaction SMILES: [H-].[Na+].[Cl:3][C:4]1[CH:5]=[C:6]([OH:11])[CH:7]=[C:8]([Cl:10])[CH:9]=1.Cl.Cl[CH2:14][CH2:15][C:16]1[N:17]=[CH:18][NH:19][CH:20]=1>CN(C)C=O.[I-].C([N+](CCCC)(CCCC)CCCC)CCC>[Cl:3][C:4]1[CH:5]=[C:6]([CH:7]=[C:8]([Cl:10])[CH:9]=1)[O:11][CH2:14][CH2:15][C:16]1[N:17]=[CH:18][NH:19][CH:20]=1 |f:0.1,3.4,6.7|. The reagents and catalysts are [I-].C(CCC)[N+](CCCC)(CCCC)CCCC (tetrabutylammonium iodide). The product is ClC=1C=C(OCCC=2N=CNC2)C=C(C1)Cl (4-[2-(3,5-Dichlorophenoxy)ethyl]-1H-imidazole). Procedure: 288 mg (60% in oil, 7.2 mmol) of sodium hydride are added to a solution of 2.34 g (14.4 mmol) of 3,5-dichlorophenol in 4 ml of dimethylformamide while cooling in an ice bath. The mixture is stirred at room temperature for 1 hour under nitrogen. 200 mg (1.20 mmol) 4-(2-chloroethyl)-1H-imidazole hydrochloride and tetrabutylammonium iodide (catalytic amount) are then added. The mixture is heated at 80° C. for 3 days and then the solvent is evaporated under reduced pressure. Starting materials: [H-].[Na+] (sodium hydride), ClC=1C=C(C=C(C1)Cl)O (3,5-dichlorophenol), Cl.ClCCC=1N=CNC1 (4-(2-chloroethyl)-1H-imidazole hydrochloride). Reaction conditions: time 1 hour. Solvent: CN(C=O)C (dimethylformamide). Reactants: O=[N+]([O-])c1cc(C(F)(F)F)cnc1O, [Na+], [OH-], O, O=P(Cl)(Cl)Cl, c1ccc2ncccc2c1. Product: O=[N+]([O-])c1cc(C(F)(F)F)cnc1Cl. Reaction SMILES: [N+:1](=[O:2])([O-:3])[c:4]1[c:5]([OH:14])[n:6][cH:7][c:8]([C:10]([F:11])([F:12])[F:13])[cH:9]1.[Na+:31].[OH-:30].[OH2:32].[P:25]([Cl:26])([Cl:27])([Cl:28])=[O:29].[cH:15]1[cH:16][c:17]2[c:18]([n:19][cH:20][cH:21][cH:22]2)[cH:23][cH:24]1>>[N+:1](=[O:2])([O-:3])[c:4]1[c:5]([Cl:27])[n:6][cH:7][c:8]([C:10]([F:11])([F:12])[F:13])[cH:9]1.